This data is from the Open Reaction Database (ORD), a public repository of structured organic reaction records. The task is: describe an organic reaction: reactants, conditions, products, and yield Starting materials: C(C)(=O)O (acetic acid), C(C)(=O)O[BH-](OC(C)=O)OC(C)=O.[Na+] (Sodium triacetoxyborohydride), C(=O)C=1C=CC2=C(C=C(O2)C=2C=NC=C(C#N)C2NC=2C(=C3C=CNC3=CC2)C)C1 (5-(5-formyl-1-benzofuran-2-yl)-4-[(4-methyl-1H-indol-5-yl)amino]nicotinonitrile), OCC1CCNCC1 (4-(hydroxymethyl)piperidine). Solvent: C(Cl)Cl (CH2Cl2), CN1CCCC1=O (NMP). Run at time 0.5 hour. The product is OCC1CCN(CC1)CC=1C=CC2=C(C=C(O2)C=2C=NC=C(C#N)C2NC=2C(=C3C=CNC3=CC2)C)C1 (5-(5-{[4-(hydroxymethyl)piperidin-1-yl]methyl}-1-benzofuran-2-yl)-4-[(4-methyl-1H-indol-5-yl)amino]nicotinonitrile), OCC=1C=CC2=C(C=C(O2)C=2C=NC=C(C#N)C2NC=2C(=C3C=CNC3=CC2)C)C1 (5-[5-(hydroxymethyl)-1-benzofuran-2-yl]-4-[(4-methyl-1H-indol-5-yl)amino]nicotinonitrile). The yield is 51.0%. As a reaction SMILES: [CH:1]([C:3]1[CH:4]=[CH:5][C:6]2[O:10][C:9]([C:11]3[CH:12]=[N:13][CH:14]=[C:15]([C:18]=3[NH:19][C:20]3[C:21]([CH3:29])=[C:22]4[C:26](=[CH:27][CH:28]=3)[NH:25][CH:24]=[CH:23]4)[C:16]#[N:17])=[CH:8][C:7]=2[CH:30]=1)=[O:2].[OH:31][CH2:32][CH:33]1[CH2:38][CH2:37][NH:36][CH2:35][CH2:34]1.C(O)(=O)C.C(O[BH-](OC(=O)C)OC(=O)C)(=O)C.[Na+]>C(Cl)Cl.CN1C(=O)CCC1>[OH:31][CH2:32][CH:33]1[CH2:38][CH2:37][N:36]([CH2:1][C:3]2[CH:4]=[CH:5][C:6]3[O:10][C:9]([C:11]4[CH:12]=[N:13][CH:14]=[C:15]([C:18]=4[NH:19][C:20]4[C:21]([CH3:29])=[C:22]5[C:26](=[CH:27][CH:28]=4)[NH:25][CH:24]=[CH:23]5)[C:16]#[N:17])=[CH:8][C:7]=3[CH:30]=2)[CH2:35][CH2:34]1.[OH:2][CH2:1][C:3]1[CH:4]=[CH:5][C:6]2[O:10][C:9]([C:11]3[CH:12]=[N:13][CH:14]=[C:15]([C:18]=3[NH:19][C:20]3[C:21]([CH3:29])=[C:22]4[C:26](=[CH:27][CH:28]=3)[NH:25][CH:24]=[CH:23]4)[C:16]#[N:17])=[CH:8][C:7]=2[CH:30]=1 |f:3.4|. Procedure: To a suspension of 5-(5-formyl-1-benzofuran-2-yl)-4-[(4-methyl-1H-indol-5-yl)amino]nicotinonitrile (200 mg, 0.51 mmol) in a mixture of CH2Cl2 (10 mL) and NMP (1 mL) at room temperature under nitrogen was added 4-(hydroxymethyl)piperidine (176 mg, 1.53 mmol) followed by glacial acetic acid (153 mg, 2.55 mmol) and the reaction mixture was stirred at room temperature for 0.5 h. Sodium triacetoxyborohydride (540 mg, 2.55 mmol) was added in portions at 0° C. and the resulting mixture was stirred at r... Procedure details: 3-Hydroxy acetophenone, 2 (6.8 g, 50 mmol), 4-methoxy benzaldehyde, 4 (6.0 mL, 50 mmol) and 50% aqueous sodium hydroxide (50 mL) in methanol (110 mL) were reacted as in 7 to yield 8. Yield 12.5 g (98%); mp 93-94° C.; MS (FAB) 255 (M++1); IR (KBr) 3366, 1649; 1H NMR (200 MHz, CDCl3) δ 7.80 (d, J=15.6 Hz, 1H), 7.62 (d, J=7.8 Hz, 1H), 7.58 (d, J=8.7 Hz, 2H), 7.55 (d, J=2.3 Hz, 1H), 7.38 (d, J=15.6 Hz, 1H), 7.36 (t, J=7.8 Hz, 1H), 7.04 (d, J=7.9 Hz, 1H), 6.92 (d, J=8.6 Hz, 2H), 3.85 (s, 3H). The reactants are CC(=O)C=1C=CC=C(C1)O (3-Hydroxy acetophenone), 2, COC1=CC=C(C=O)C=C1 (4-methoxy benzaldehyde), 4, [OH-].[Na+] (sodium hydroxide), [K+].[Br-] (KBr). Solvent: CO (methanol). Reaction SMILES: [CH3:1][C:2]([C:4]1[CH:5]=[CH:6][CH:7]=[C:8]([OH:10])[CH:9]=1)=[O:3].[CH3:11][O:12][C:13]1[CH:20]=[CH:19][C:16]([CH:17]=O)=[CH:15][CH:14]=1.[OH-].[Na+].[K+].[Br-]>CO>[OH:10][C:8]1[CH:9]=[C:4]([CH:5]=[CH:6][CH:7]=1)[C:2](=[O:3])[CH:1]=[CH:17][C:16]1[CH:19]=[CH:20][C:13]([O:12][CH3:11])=[CH:14][CH:15]=1 |f:2.3,4.5|. The product is OC=1C=C(C(C=CC2=CC=C(C=C2)OC)=O)C=CC1 (3′-Hydroxy-4-methoxy-chalcone). Reactants: CNCCC=C1C2=C(C=CC3=C1C=CC=C3)C=CC=C2 (5-[3-(methylamino)propylidene]-5H-dibenzo[a,d]cycloheptene), C(C=C)(=O)OCC (ethyl acrylate). Solvent: C(C)O (ethanol). Product: C1=CC=CC=2C(C3=C(C=CC21)C=CC=C3)=CCCN(C)CCC(=O)OCC (Ethyl 3-[N-[3-(5H-Dibenzo[a,d]cyclohepten-5-ylidene)propyl]-N-methylamino]propionate). Procedure: A mixture of 2.61 g of 5-[3-(methylamino)propylidene]-5H-dibenzo[a,d]cycloheptene, 1.20 g of ethyl acrylate, and 13 ml of ethanol was refluxed for 2 hours. After reaction was completed, the solvent was removed by distillation and the residue was purified by column chromatography on aluminum oxide [n-hexane-diethyl ether (1:1)] to give 3.22 g of slightly yellow viscous liquid. RXN SMILES: [CH3:1][NH:2][CH2:3][CH2:4][CH:5]=[C:6]1[C:12]2[CH:13]=[CH:14][CH:15]=[CH:16][C:11]=2[CH:10]=[CH:9][C:8]2[CH:17]=[CH:18][CH:19]=[CH:20][C:7]1=2.[C:21]([O:25][CH2:26][CH3:27])(=[O:24])[CH:22]=[CH2:23]>C(O)C>[CH:16]1[C:11]2[CH:10]=[CH:9][C:8]3[CH:17]=[CH:18][CH:19]=[CH:20][C:7]=3[C:6](=[CH:5][CH2:4][CH2:3][N:2]([CH2:23][CH2:22][C:21]([O:25][CH2:26][CH3:27])=[O:24])[CH3:1])[C:12]=2[CH:13]=[CH:14][CH:15]=1.